describe an organic reaction: reactants, conditions, products, and yield From a dataset of the Open Reaction Database (ORD), a public repository of structured organic reaction records. The reactants are ClC1=C(C=NC2=CC=CC=C12)N (4-chloroquinolin-3-amine), BrCCCC(=O)Cl (4-bromobutyryl chloride). The solvent is ClCCCl (1,2-dichloroethane), ClCCl (dichloromethane). The product is BrCCCC(=O)NC=1C=NC2=CC=CC=C2C1Cl (4-bromo-N-(4-chloroquinolin-3-yl)butanamide). Yield: 53.7%. Reaction SMILES: [Cl:1][C:2]1[C:11]2[C:6](=[CH:7][CH:8]=[CH:9][CH:10]=2)[N:5]=[CH:4][C:3]=1[NH2:12].[Br:13][CH2:14][CH2:15][CH2:16][C:17](Cl)=[O:18]>ClCCCl.ClCCl>[Br:13][CH2:14][CH2:15][CH2:16][C:17]([NH:12][C:3]1[CH:4]=[N:5][C:6]2[C:11]([C:2]=1[Cl:1])=[CH:10][CH:9]=[CH:8][CH:7]=2)=[O:18]. Reported procedure: A solution of 4-chloroquinolin-3-amine (3.70 g, 20.74 mmol) and 4-bromobutyryl chloride (11.54 g, 62.22 mmol) dissolved in 100 mL of 1,2-dichloroethane was heated to reflux. After 17 hours the reaction was cooled to room temperature, diluted with dichloromethane, washed with saturated aqueous K2CO3, H2O and brine, dried over Na2SO4, and concentrated under reduced pressure to give a brown solid. The solid was triturated with a mixture of hexane and ether, filtered and dried to give 4-bromo-N-(4-c...